This data is from the Open Reaction Database (ORD), a public repository of structured organic reaction records. The task is: describe an organic reaction: reactants, conditions, products, and yield The reactants are CCOC(=O)C1CCCc2sc(N)nc21, COc1ccc(C)cc1S(=O)(=O)N1CCCc2ccc(C(=O)O)cc21. Yields the product CCOC(=O)C1CCCc2sc(NC(=O)c3ccc4c(c3)N(S(=O)(=O)c3cc(C)ccc3OC)CCC4)nc21. As a reaction SMILES: [CH2:1]([CH3:2])[O:3][C:4](=[O:5])[CH:6]1[CH2:7][CH2:8][CH2:9][c:10]2[c:11]1[n:12][c:13]([NH2:15])[s:14]2.[CH3:16][O:17][c:18]1[c:19]([S:25](=[O:26])(=[O:27])[N:28]2[CH2:29][CH2:30][CH2:31][c:32]3[cH:33][cH:34][c:35]([C:38](=[O:39])[OH:40])[cH:36][c:37]32)[cH:20][c:21]([CH3:24])[cH:22][cH:23]1>>[CH2:1]([CH3:2])[O:3][C:4](=[O:5])[CH:6]1[CH2:7][CH2:8][CH2:9][c:10]2[c:11]1[n:12][c:13]([NH:15][C:38]([c:35]1[cH:34][cH:33][c:32]3[c:37]([cH:36]1)[N:28]([S:25]([c:19]1[c:18]([O:17][CH3:16])[cH:23][cH:22][c:21]([CH3:24])[cH:20]1)(=[O:26])=[O:27])[CH2:29][CH2:30][CH2:31]3)=[O:39])[s:14]2. Starting materials: ( 2 ), ClCCCCI (1-chloro-4-iodobutane), ( 1 ), FC(COC1=CC=C(C=C1)CC(=O)O)F (2-(4-(2,2-Difluoroethoxy)phenyl)acetic acid), C[Si](C)(C)[N-][Si](C)(C)C.[Na+] (NaHMDS). The product is ClCCCCC(C(=O)O)C1=CC=C(C=C1)OCC(F)F (6-chloro-2-(4-(2,2-difluoroethoxy)phenyl)hexanoic acid). The yield is 77.3%. RXN SMILES: [F:1][CH:2]([F:15])[CH2:3][O:4][C:5]1[CH:10]=[CH:9][C:8]([CH2:11][C:12]([OH:14])=[O:13])=[CH:7][CH:6]=1.C[Si]([N-][Si](C)(C)C)(C)C.[Na+].[Cl:26][CH2:27][CH2:28][CH2:29][CH2:30]I>>[Cl:26][CH2:27][CH2:28][CH2:29][CH2:30][CH:11]([C:8]1[CH:7]=[CH:6][C:5]([O:4][CH2:3][CH:2]([F:15])[F:1])=[CH:10][CH:9]=1)[C:12]([OH:14])=[O:13] |f:1.2|. Procedure details: Step AX (2): 2-(4-(2,2-Difluoroethoxy)phenyl)acetic acid (6.00 g, 27.8 mmol) was deprotonated with NaHMDS (2.0 M in THF, 41.6 mL, 83 mmol) and reacted with 1-chloro-4-iodobutane (9.10 g, 41.6 mmol) using a procedure analogous to Step AC (1) to afford 6-chloro-2-(4-(2,2-difluoroethoxy)phenyl)hexanoic acid (6.94 g, 21.5 mmol, 77% yield) as a viscous oil that slowly solidified at rt to afford an off-white solid. LC-MS (M−H)− 305.21. 1H NMR (500 MHz, CHLOROFORM-d) δ ppm 7.24 (d, J=8.9 Hz, 2 H), 6.87... Starting materials: CC(C)(C)c1cc2ncc(Br)cn2n1, C#Cc1ccc(N)cc1. The product is CC(C)(C)c1cc2ncc(C#Cc3ccc(N)cc3)cn2n1. Reaction SMILES: [Br:1][c:2]1[cH:3][n:4][c:5]2[n:6]([cH:7]1)[n:8][c:9]([C:11]([CH3:12])([CH3:13])[CH3:14])[cH:10]2.[C:15](#[CH:16])[c:17]1[cH:18][cH:19][c:20]([NH2:21])[cH:22][cH:23]1>>[c:2]1([C:16]#[C:15][c:17]2[cH:18][cH:19][c:20]([NH2:21])[cH:22][cH:23]2)[cH:3][n:4][c:5]2[n:6]([cH:7]1)[n:8][c:9]([C:11]([CH3:12])([CH3:13])[CH3:14])[cH:10]2. Reactants: C(C)(C)(C)O[C@H]([C@@H](CO)NC1=NC(=NC=C1F)F)C ((2R,3S)-3-(tert-butoxy)-2-((2,5-difluoropyrimidin-4-yl)amino)butan-1-ol), ClC(Cl)(OC(OC(Cl)(Cl)Cl)=O)Cl (triphosgene), CC1=NC(=CC=C1)C (2,6-dimethylpyridine), CCOC(=O)C.CCCCCCC (EtOAc Heptane). The solvent is C(Cl)Cl (DCM), O (water), C(Cl)Cl (DCM). Run at temperature -70 celsius, time 90 hour. The product is C(C)(C)(C)O[C@@H](C)[C@@H]1N(C(OC1)=O)C1=NC(=NC=C1F)F ((R)-4-((S)-1-(tert-butoxy)ethyl)-3-(2,5-difluoropyrimidin-4-yl)oxazolidin-2-one). Yield: 62.8%. RXN SMILES: [C:1]([O:5][C@@H:6]([CH3:19])[C@H:7]([NH:10][C:11]1[C:16]([F:17])=[CH:15][N:14]=[C:13]([F:18])[N:12]=1)[CH2:8][OH:9])([CH3:4])([CH3:3])[CH3:2].Cl[C:21](Cl)([O:23]C(=O)OC(Cl)(Cl)Cl)Cl.CC1C=CC=C(C)N=1.CCOC(C)=O.CCCCCCC>C(Cl)Cl.O>[C:1]([O:5][C@H:6]([C@H:7]1[CH2:8][O:9][C:21](=[O:23])[N:10]1[C:11]1[C:16]([F:17])=[CH:15][N:14]=[C:13]([F:18])[N:12]=1)[CH3:19])([CH3:4])([CH3:2])[CH3:3] |f:3.4|. Procedure details: To a round bottom flask containing (2R,3S)-3-(tert-butoxy)-2-((2,5-difluoropyrimidin-4-yl)amino)butan-1-ol (1.56 g, 5.67 mmol) and a stir bar under nitrogen was added DCM (57 mL). The resulting reaction mixture cooled to −70° C. in a dry ice/acetone bath. To this cold solution was added triphosgene (0.93 g, 3.12 mmol) followed by the addition of 2,6-dimethylpyridine (2.64 ml, 22.7 mmol). The resulting reaction mixture allowed to warm to room temperature and stirred 90 hr at room temperature. The... RXN SMILES: C(OC([NH:8][C@@H:9]1[CH2:14][C@@H:13]([C:15](=[O:19])[N:16]([CH3:18])[CH3:17])[CH2:12][CH2:11][C@@H:10]1[NH:20][C:21]([C:23]1[NH:24][C:25]2[C:30]([CH:31]=1)=[CH:29][C:28]([Cl:32])=[CH:27][CH:26]=2)=[O:22])=O)(C)(C)C.[F:33][C:34]([F:39])([F:38])[C:35]([OH:37])=[O:36]>ClCCl>[F:33][C:34]([F:39])([F:38])[C:35]([OH:37])=[O:36].[Cl:32][C:28]1[CH:29]=[C:30]2[C:25](=[CH:26][CH:27]=1)[NH:24][C:23]([C:21]([NH:20][C@H:10]1[CH2:11][CH2:12][C@H:13]([C:15](=[O:19])[N:16]([CH3:17])[CH3:18])[CH2:14][C@H:9]1[NH2:8])=[O:22])=[CH:31]2 |f:3.4|. Yields the product FC(C(=O)O)(F)F.ClC=1C=C2C=C(NC2=CC1)C(=O)N[C@@H]1[C@@H](C[C@H](CC1)C(N(C)C)=O)N ((1S,2R,4S)-N1-[(5-chloroindol-2-yl)carbonyl]-4-(N,N-dimethylcarbamoyl)-1,2-cyclohexanediamine trifluoroacetate). Conditions: time 2.5 hour. Run in ClCCl (dichloromethane). Starting materials: C(C)(C)(C)OC(=O)N[C@H]1[C@H](CC[C@@H](C1)C(N(C)C)=O)NC(=O)C=1NC2=CC=C(C=C2C1)Cl ((1S,2R,4S)-N2-(tert-Butoxycarbonyl)-N1-[(5-chloroindol-2-yl)carbonyl]-4-(N,N-dimethylcarbamoyl)-1,2-cyclohexanediamine), FC(C(=O)O)(F)F (trifluoroacetic acid). Reported procedure: (1S,2R,4S)-N2-(tert-Butoxycarbonyl)-N1-[(5-chloroindol-2-yl)carbonyl]-4-(N,N-dimethylcarbamoyl)-1,2-cyclohexanediamine (200 mg) was dissolved in dichloromethane (6 ml), trifluoroacetic acid (2 ml) was added, and the mixture was stirred at room temperature for 2.5 hours. The solvent was distilled off under reduced pressure to obtain (1S,2R,4S)-N1-[(5-chloroindol-2-yl)carbonyl]-4-(N,N-dimethylcarbamoyl)-1,2-cyclohexanediamine trifluoroacetate. Starting materials: COC=1C=C(C(=O)Cl)C=CC1 (3-methoxybenzoyl chloride), C(C=C)#N (acrylonitrile), C(C)N(C(C)C)C(C)C (ethyldiisopropylamine). The reagents and catalysts are [Pd](Cl)Cl (palladium chloride). Run in C1(CCCCC1)=O (cyclohexanone). Yields the product COC=1C=C(C=CC#N)C=CC1 (3-methoxycinnamonitrile). Isolated yield 6.3%. RXN SMILES: [CH3:1][O:2][C:3]1[CH:4]=[C:5]([CH:9]=[CH:10][CH:11]=1)[C:6](Cl)=O.[C:12](#[N:15])[CH:13]=C.C(N(C(C)C)C(C)C)C>[Pd](Cl)Cl.C1(=O)CCCCC1>[CH3:1][O:2][C:3]1[CH:4]=[C:5]([CH:9]=[CH:10][CH:11]=1)[CH:6]=[CH:13][C:12]#[N:15]. Procedure details: The procedure described in Example 1 is repeated, except that 17.05 g (0.1 mol) of 3-methoxybenzoyl chloride, 6.63 g (0.125 mol) of acrylonitrile, 12.96 g (0.1 mol) of ethyldiisopropylamine, 0.1773 g (0.001 mol) of palladium chloride and 50 ml of cyclohexanone, as the solvent, are used. After a reaction time of 13 hours at 120° C, 1 g (0.0063 mol) of 3-methoxycinnamonitrile are obtained, corresponding to a yield of 6.3% of theory; boiling point 159°-166° C./19×102Pa. The reactants are COC=1C=C2C(=NC(=NC2=CC1OC)C1=CC(=C(C(=C1)OC)OC)OC)C(=O)O (6,7-dimethoxy-2-(3,4,5-trimethoxyphenyl)quinazoline-4-carboxylic acid), Cl.OC1=C2CCNCC2=CC=C1OC (5-hydroxy-6-methoxy-1,2,3,4-tetrahydroisoquinoline hydrochloride). The product is COC=1C=C2C(=NC(=NC2=CC1OC)C1=CC(=C(C(=C1)OC)OC)OC)C(=O)N1CC2=CC=C(C(=C2CC1)O)OC (2-[[6,7-dimethoxy-2-(3,4,5-trimethoxyphenyl)quinazolin-4-yl]carbonyl]-5-hydroxy-6-methoxy-1,2,3,4-tetrahydroisoquinoline). Yield: 13.6%. RXN SMILES: [CH3:1][O:2][C:3]1[CH:4]=[C:5]2[C:10](=[CH:11][C:12]=1[O:13][CH3:14])[N:9]=[C:8]([C:15]1[CH:20]=[C:19]([O:21][CH3:22])[C:18]([O:23][CH3:24])=[C:17]([O:25][CH3:26])[CH:16]=1)[N:7]=[C:6]2[C:27]([OH:29])=O.Cl.[OH:31][C:32]1[C:41]([O:42][CH3:43])=[CH:40][CH:39]=[C:38]2[C:33]=1[CH2:34][CH2:35][NH:36][CH2:37]2>>[CH3:1][O:2][C:3]1[CH:4]=[C:5]2[C:10](=[CH:11][C:12]=1[O:13][CH3:14])[N:9]=[C:8]([C:15]1[CH:16]=[C:17]([O:25][CH3:26])[C:18]([O:23][CH3:24])=[C:19]([O:21][CH3:22])[CH:20]=1)[N:7]=[C:6]2[C:27]([N:36]1[CH2:35][CH2:34][C:33]2[C:38](=[CH:39][CH:40]=[C:41]([O:42][CH3:43])[C:32]=2[OH:31])[CH2:37]1)=[O:29] |f:1.2|. Procedure: Reaction of 6,7-dimethoxy-2-(3,4,5-trimethoxyphenyl)quinazoline-4-carboxylic acid with 5-hydroxy-6-methoxy-1,2,3,4-tetrahydroisoquinoline hydrochloride gave compound 115 (13.6% yield). 1H NMR (300 MHz, DMSO-d6) δ 2.83 and 2.90 (2t, 2H), 3.49-4.05 (m, 20H), 4.37 and 4.90 (2s, 2H), 6.27-7.16 (m, 3H), 7.46 and 7.50 (2s, 1H), 7.78 and 7.84 (2s, 2H), 8.70 and 8.73 (2s, 1H); MS (ESI) m/z 562 ([M+H]+). Starting materials: CCCCI, O=c1cc(-c2ccccc2)oc2cccc(O)c12. The product is CCCCOc1cccc2oc(-c3ccccc3)cc(=O)c12. Reaction SMILES: [I:19][CH2:20][CH2:21][CH2:22][CH3:23].[OH:1][c:2]1[c:3]2[c:4](=[O:18])[cH:5][c:6](-[c:12]3[cH:13][cH:14][cH:15][cH:16][cH:17]3)[o:7][c:8]2[cH:9][cH:10][cH:11]1>>[O:1]([c:2]1[c:3]2[c:4](=[O:18])[cH:5][c:6](-[c:12]3[cH:13][cH:14][cH:15][cH:16][cH:17]3)[o:7][c:8]2[cH:9][cH:10][cH:11]1)[CH2:20][CH2:21][CH2:22][CH3:23]. Reactants: CP(OC)(OC)=O (dimethyl methylphosphonate), C(CCCCC)(=O)OC (methyl caproate), C(C)(=O)O (acetic acid), solution, C(CCC)[Li] (n-butyllithium). Solvent: O1CCCC1 (tetrahydrofuran), O1CCCC1 (tetrahydrofuran), O1CCCC1 (tetrahydrofuran). Reaction conditions: temperature -78 celsius. Product: O=C(CP(OC)(OC)=O)CCCCC (dimethyl 2-oxoheptylphosphonate). RXN SMILES: [CH3:1][P:2](=[O:7])([O:5][CH3:6])[O:3][CH3:4].C([Li])CCC.[C:13](OC)(=[O:19])[CH2:14][CH2:15][CH2:16][CH2:17][CH3:18].C(O)(=O)C>O1CCCC1>[O:19]=[C:13]([CH2:14][CH2:15][CH2:16][CH2:17][CH3:18])[CH2:1][P:2](=[O:7])([O:5][CH3:6])[O:3][CH3:4]. Reported procedure: A solution of 100 g. of dimethyl methylphosphonate in 670 ml. of anhydrous tetrahydrofuran is cooled to -78°C. under an argon atmosphere. To the cold solution are added dropwise under stirring and under argon atmosphere, 495 ml. of a 0.1M solution of n-butyllithium in tetrahydrofuran, maintaining the temperature at -70°C. When the addition is complete the reaction mixture is maintained under the same conditions for 10 additional minutes, a solution of 58 ml. of methyl caproate dissolved in 187 m...